This data is from the Open Reaction Database (ORD), a public repository of structured organic reaction records. The task is: describe an organic reaction: reactants, conditions, products, and yield Reactants: O(C1=CC=CC=C1)C=1C=C(CBr)C=CC1 (m-phenoxybenzyl bromide), C(C)(=O)O (acetic acid). The product is C(C)(=O)OCC1=CC(=CC=C1)OC1=CC=CC=C1 (m-phenoxybenzyl acetate). As a reaction SMILES: [O:1]([C:8]1[CH:9]=[C:10]([CH:13]=[CH:14][CH:15]=1)[CH2:11]Br)[C:2]1[CH:7]=[CH:6][CH:5]=[CH:4][CH:3]=1.[C:16]([OH:19])(=[O:18])[CH3:17]>>[C:16]([O:19][CH2:11][C:10]1[CH:13]=[CH:14][CH:15]=[C:8]([O:1][C:2]2[CH:7]=[CH:6][CH:5]=[CH:4][CH:3]=2)[CH:9]=1)(=[O:18])[CH3:17]. Procedure: The resulting m-phenoxybenzyl bromide can be easily esterified in a solvent such as acetic acid to produce m-phenoxybenzyl acetate. The product can be easily converted into m-phenoxybenzyl alcohol by a hydrolysis with a base in a solvent such as methanol. In accordance with the aforementioned treatment, m-phenoxybenzylidene dibromide is converted into m-phenoxybenzaldehyde. Thus, m-phenoxybenzyl acetate and m-phenoxybenzaldehyde are produced by the treatment of the mixture of m-phenoxybenzyl bro... Starting materials: Brc1ccccc1NC1CCNCC1, CCN=C=NCCCN(C)C, CCN(C(C)C)C(C)C, Cl, Cl, Cl, CN(C)C=O, O, O=C(O)CNC(=O)c1ccc(-c2ccccc2)cc1. Product: O=C(NCC(=O)N1CCC(Nc2ccccc2Br)CC1)c1ccc(-c2ccccc2)cc1. As a reaction SMILES: [Br:43][c:44]1[c:45]([NH:50][CH:51]2[CH2:52][CH2:53][NH:54][CH2:55][CH2:56]2)[cH:46][cH:47][cH:48][cH:49]1.[CH3:29][CH2:30][N:31]=[C:32]=[N:33][CH2:34][CH2:35][CH2:36][N:37]([CH3:38])[CH3:39].[CH:20]([N:21]([CH2:22][CH3:23])[CH:24]([CH3:25])[CH3:26])([CH3:27])[CH3:28].[ClH:40].[ClH:41].[ClH:42].[O:57]=[CH:58][N:59]([CH3:60])[CH3:61].[OH2:62].[c:1]1(-[c:14]2[cH:15][cH:16][cH:17][cH:18][cH:19]2)[cH:2][cH:3][c:4]([C:7](=[O:8])[NH:9][CH2:10][C:11](=[O:12])[OH:13])[cH:5][cH:6]1>>[c:1]1(-[c:14]2[cH:15][cH:16][cH:17][cH:18][cH:19]2)[cH:2][cH:3][c:4]([C:7](=[O:8])[NH:9][CH2:10][C:11](=[O:13])[N:54]2[CH2:53][CH2:52][CH:51]([NH:50][c:45]3[c:44]([Br:43])[cH:49][cH:48][cH:47][cH:46]3)[CH2:56][CH2:55]2)[cH:5][cH:6]1. Run at temperature 40 celsius, time 1 hour. The product is CC1=C(C(=CC(=C1)C=1C=NC=NC1)C)C1=C2CC[C@H](C2=C(C=C1)F)OC1=CC2=C([C@@H](CO2)CC(=O)O)C=C1 (2-((S)-6-((R)-4-(2,6-Dimethyl-4-(pyrimidin-5-yl)phenyl)-7-fluoro-2,3-dihydro-1H-inden-1-yloxy)-2,3-dihydrobenzofuran-3-yl)acetic acid). The reactants are [OH-].[Na+] (NaOH), CC1=C(C(=CC(=C1)C=1C=NC=NC1)C)C1=C2CC[C@H](C2=C(C=C1)F)OC1=CC2=C([C@@H](CO2)CC(=O)OC)C=C1 (methyl 2-((S)-6-((R)-4-(2,6-dimethyl-4-(pyrimidin-5-yl)phenyl)-7-fluoro-2,3-dihydro-1H-inden-1-yloxy)-2,3-dihydrobenzofuran-3-yl)acetate), Cl (hydrochloric acid). Procedure details: 1 M aqueous NaOH solution (167 μL) is added to a solution of methyl 2-((S)-6-((R)-4-(2,6-dimethyl-4-(pyrimidin-5-yl)phenyl)-7-fluoro-2,3-dihydro-1H-inden-1-yloxy)-2,3-dihydrobenzofuran-3-yl)acetate (35 mg) in methanol (3 mL). The mixture is stirred at 40° C. for 1 hour. After addition of 1 N hydrochloric acid (167 μL) the mixture is diluted with ethyl acetate and washed with brine. The organic phase is dried (MgSO4) and concentrated. The product thus obtained is dissolved in 1,4-dioxane and lyop... Solvent: C(C)(=O)OCC (ethyl acetate), CO (methanol), O1CCOCC1 (1,4-dioxane). As a reaction SMILES: [OH-].[Na+].[CH3:3][C:4]1[CH:9]=[C:8]([C:10]2[CH:11]=[N:12][CH:13]=[N:14][CH:15]=2)[CH:7]=[C:6]([CH3:16])[C:5]=1[C:17]1[CH:25]=[CH:24][C:23]([F:26])=[C:22]2[C:18]=1[CH2:19][CH2:20][C@H:21]2[O:27][C:28]1[CH:41]=[CH:40][C:31]2[C@H:32]([CH2:35][C:36]([O:38]C)=[O:37])[CH2:33][O:34][C:30]=2[CH:29]=1.Cl>CO.C(OCC)(=O)C.O1CCOCC1>[CH3:3][C:4]1[CH:9]=[C:8]([C:10]2[CH:11]=[N:12][CH:13]=[N:14][CH:15]=2)[CH:7]=[C:6]([CH3:16])[C:5]=1[C:17]1[CH:25]=[CH:24][C:23]([F:26])=[C:22]2[C:18]=1[CH2:19][CH2:20][C@H:21]2[O:27][C:28]1[CH:41]=[CH:40][C:31]2[C@H:32]([CH2:35][C:36]([OH:38])=[O:37])[CH2:33][O:34][C:30]=2[CH:29]=1 |f:0.1|. The reactants are ice water, 9, ClCC=1NC2=C(N1)C=CC=C2 (2-(chloromethyl)benzimidazole), C(CC(C)C)N (isoamylamine). Run in CN1C(CCC1)=O (1-methyl-2-pyrrolidinone). Reaction conditions: time 16 hour. Yields the product N1=C(NC2=C1C=CC=C2)CNCCC(C)C ((benzimidazol-2-ylmethyl)(3-methylbutyl)amine). The yield is 93.0%. Reaction SMILES: Cl[CH2:2][C:3]1[NH:4][C:5]2[CH:11]=[CH:10][CH:9]=[CH:8][C:6]=2[N:7]=1.[CH2:12]([NH2:17])[CH2:13][CH:14]([CH3:16])[CH3:15]>CN1CCCC1=O>[N:7]1[C:6]2[CH:8]=[CH:9][CH:10]=[CH:11][C:5]=2[NH:4][C:3]=1[CH2:2][NH:17][CH2:12][CH2:13][CH:14]([CH3:16])[CH3:15]. Procedure: A solution of 5.0 9 (30.0 mmole) of 2-(chloromethyl)benzimidazole in 25 mL of anhydrous 1-methyl-2-pyrrolidinone is treated at 0° C. with 17.4 mL (150 mmole) of isoamylamine. The reaction mixture is allowed to warm to room temperature and stir for 16 hr. The reaction mixture is poured into 800 mL of ice/water, and the tan solid filtered and dried to afford 6.08 g (93%) of (benzimidazol-2-ylmethyl)(3-methylbutyl)amine. Reaction conditions: temperature 15 celsius, time 3 hour. The product is C(C1=CC=CC=C1)OC1=C(CO)C=C(C=C1)C(C)(C)C (2-(benzyloxy)-5-tert-butylbenzyl alcohol). Reactants: [BH4-].[Na+] (NaBH4), C(C1=CC=CC=C1)OC1=C(C=O)C=C(C=C1)C(C)(C)C (2-(benzyloxy)-5-tert-butylbenzaldehyde), Cl (HCl). Procedure: To a stirred suspension of compound 3 (974 g, 3.63 mol) in MeOH (4000 mL) was slowly added NaBH4 (121 g, 3.20 mol) at 0-20° C. The solution was left stirring at 15° C. for 3 hours, and then cooled to 0° C. 2N HCl (aq) (1300 mL) was added dropwise at below 20° C. The solution was then filtered and evaporated to dryness, and the residue was dissolved in MTBE (5 L). The solution was then washed with water (2 L×2) and brine (1.5 L×1). Evaporation of the solvent gave compound 4 as a light-yellow soli... As a reaction SMILES: [CH2:1]([O:8][C:9]1[CH:16]=[CH:15][C:14]([C:17]([CH3:20])([CH3:19])[CH3:18])=[CH:13][C:10]=1[CH:11]=[O:12])[C:2]1[CH:7]=[CH:6][CH:5]=[CH:4][CH:3]=1.[BH4-].[Na+].Cl>CO>[CH2:1]([O:8][C:9]1[CH:16]=[CH:15][C:14]([C:17]([CH3:20])([CH3:19])[CH3:18])=[CH:13][C:10]=1[CH2:11][OH:12])[C:2]1[CH:3]=[CH:4][CH:5]=[CH:6][CH:7]=1 |f:1.2|. The solvent is CO (MeOH). Starting materials: O=C(Cl)CCCl, Oc1ccccc1Cl. Yields the product O=C(CCCl)Oc1ccccc1Cl. As a reaction SMILES: [Cl:1][CH2:2][CH2:3][C:4](=[O:5])[Cl:6].[OH:7][c:8]1[cH:9][cH:10][cH:11][cH:12][c:13]1[Cl:14]>>[Cl:1][CH2:2][CH2:3][C:4](=[O:5])[O:7][c:8]1[cH:9][cH:10][cH:11][cH:12][c:13]1[Cl:14].